This data is from the Open Reaction Database (ORD), a public repository of structured organic reaction records. The task is: describe an organic reaction: reactants, conditions, products, and yield The reactants are ClCCCC(=O)C=1SC=CC1 (4-chloro-1-(2-thienyl)-butan-1-on), [Cl-].[NH4+] (ammonium chloride). Solvent: O1CCCC1 (tetrahydrofuran). The product is CC1=C(SC=C1)C1(OCCC1)C=1SC=CC1 (2-(3-methylthien-2-yl)-2-(thien-2-yl)tetrahydrofuran). The yield is 138.4%. Reaction SMILES: Cl[CH2:2][CH2:3][CH2:4][C:5]([C:7]1[S:8][CH:9]=[CH:10][CH:11]=1)=[O:6].[Cl-].[NH4+]>O1CCCC1>[CH3:2][C:3]1[CH:5]=[CH:7][S:8][C:4]=1[C:5]1([C:7]2[S:8][CH:9]=[CH:10][CH:11]=2)[CH2:4][CH2:3][CH2:2][O:6]1 |f:1.2|. Procedure details: The reaction mixture was kept under reflux for 1 h after the exotherm had subsided and cooled to ambient temperature. To the reaction mixture was added 27.85 g of 4-chloro-1-(2-thienyl)-butan-1-on in 75 ml of anhydrous tetrahydrofuran. The reaction mixture was heated at reflux for 0.5 h, cooled and 175 ml of saturated ammonium chloride solution was introduced, and the mixture was extracted with 3×200 ml of ethyl acetate. The combined extracts were dried (MgSO4) and evaporated to an oil. Flash ch... The reactants are NC1=C(C(=NO1)C)Br (5-amino-4-bromo-3-methylisoxazole), ClS(=O)(=O)C1=C(SC=C1)CC1=CC2=C(C=C1)OCO2 (3-chlorosulfonyl-2-[(3,4-methylenedioxy)benzyl]thiophene). Product: BrC=1C(=NOC1NS(=O)(=O)C1=C(SC=C1)CC1=CC2=C(C=C1)OCO2)C (N-(4-bromo-3-methyl-5-isoxazolyl)-2-[(3,4-methylenedioxy)benzyl]thiophene-3-sulfonamide). The yield is 37.0%. RXN SMILES: [NH2:1][C:2]1[O:6][N:5]=[C:4]([CH3:7])[C:3]=1[Br:8].Cl[S:10]([C:13]1[CH:17]=[CH:16][S:15][C:14]=1[CH2:18][C:19]1[CH:24]=[CH:23][C:22]2[O:25][CH2:26][O:27][C:21]=2[CH:20]=1)(=[O:12])=[O:11]>>[Br:8][C:3]1[C:4]([CH3:7])=[N:5][O:6][C:2]=1[NH:1][S:10]([C:13]1[CH:17]=[CH:16][S:15][C:14]=1[CH2:18][C:19]1[CH:24]=[CH:23][C:22]2[O:25][CH2:26][O:27][C:21]=2[CH:20]=1)(=[O:12])=[O:11]. Reported procedure: N-(4-bromo-3-methyl-5-isoxazolyl)-2-[(3,4-methylenedioxy)benzyl]thiophene-3-sulfonamide was prepared in the same manner as described in Example 2 by reacting 5-amino-4-bromo-3-methylisoxazole and 3-chlorosulfonyl-2-[(3,4-methylenedioxy)benzyl]thiophene. The crude product was purified by HPLC, 37% yield. Reactants: CN(C(=C[N+](=O)[O-])SC)C (1-dimethylamino-1-methylthio-2-nitroethylene), C(C1=CC=CC=C1)N(C(=S)NC)CC=1C=NC=CC1 (N-Benzyl-N-(3-pyridylmethyl)-N'-methylthiourea), ClC1=CC=C(C=N1)NC (6-chloro-3-pyridyl- methylamine). Product: ClC1=CC=C(C=N1)CNC(=C[N+](=O)[O-])N(C)C (1-(6-Chloro-3-pyridylmethyl)amino-1-dimethylamino -2-nitroethylene). As a reaction SMILES: [CH3:1][N:2]([CH3:10])[C:3](SC)=[CH:4][N+:5]([O-:7])=[O:6].C([N:18]([CH2:23][C:24]1[CH:25]=[N:26][CH:27]=[CH:28][CH:29]=1)C(NC)=S)C1C=CC=CC=1.[Cl:30]C1N=CC(NC)=CC=1>>[Cl:30][C:27]1[N:26]=[CH:25][C:24]([CH2:23][NH:18][C:3]([N:2]([CH3:10])[CH3:1])=[CH:4][N+:5]([O-:7])=[O:6])=[CH:29][CH:28]=1. Reported procedure: The 1-dimethylamino-1-methylthio-2-nitroethylene (1.0 g) prepared in (1) and 1.0 g of 6-chloro-3-pyridyl- methylamine were refluxed in 30 ml of EtoH for 2 hours. The EtOH was then distilled off and the residue was subjected to silica gel column chromatography using CHCl3 -MeOH (10:1) as an eluent. The crystals obtained were recrystallized from EtOH to recover 0.82 g of the title compound as pale yellow crystals. Reactants: C(\C=C\CCCCCCC)(=O)O (trans-2-decenoic acid), C(C)N(CCOCCCO)CC (3-(2-(diethylamino)ethoxy)propan-1-ol). Yields the product C(\C=C\CCCCCCC)(=O)OCCCOCCN(CC)CC ((E)-3-(2-(diethylamino)ethoxy)propyl dec-2-enoate). As a reaction SMILES: [C:1]([OH:12])(=[O:11])/[CH:2]=[CH:3]/[CH2:4][CH2:5][CH2:6][CH2:7][CH2:8][CH2:9][CH3:10].[CH2:13]([N:15]([CH2:23][CH3:24])[CH2:16][CH2:17][O:18][CH2:19][CH2:20][CH2:21]O)[CH3:14]>>[C:1]([O:12][CH2:21][CH2:20][CH2:19][O:18][CH2:17][CH2:16][N:15]([CH2:23][CH3:24])[CH2:13][CH3:14])(=[O:11])/[CH:2]=[CH:3]/[CH2:4][CH2:5][CH2:6][CH2:7][CH2:8][CH2:9][CH3:10]. Reported procedure: The same operation as in Example 1-1 or 1-2 was carried out using trans-2-decenoic acid and 3-(2-(diethylamino)ethoxy)propan-1-ol as starting materials to give the aimed compound. Compound 14 was obtained by the purification using silica gel column chromatography. The reactants are CCOC(C)=O, CS(C)=O, CCCCCC, Cc1ccc(S(=O)(=O)OCC2COc3ccc4c(c3O2)CC(=O)N4)cc1, c1ccc2c(N3CCNCC3)nsc2c1. Product: O=C1Cc2c(ccc3c2OC(CN2CCN(c4nsc5ccccc45)CC2)CO3)N1. As a reaction SMILES: [C:52]([O:53][CH2:54][CH3:55])(=[O:56])[CH3:57].[CH3:42][S:43]([CH3:44])=[O:45].[CH3:46][CH2:47][CH2:48][CH2:49][CH2:50][CH3:51].[c:1]1([CH3:2])[cH:3][cH:4][c:5]([S:6]([O:7][CH2:11][CH:12]2[CH2:13][O:14][c:15]3[c:16]([c:17]4[c:21]([cH:22][cH:23]3)[NH:20][C:19](=[O:24])[CH2:18]4)[O:25]2)(=[O:8])=[O:9])[cH:10][cH:26]1.[s:27]1[n:28][c:29]([N:36]2[CH2:37][CH2:38][NH:39][CH2:40][CH2:41]2)[c:30]2[c:31]1[cH:32][cH:33][cH:34][cH:35]2>>[CH2:11]([CH:12]1[CH2:13][O:14][c:15]2[c:16]([c:17]3[c:21]([cH:22][cH:23]2)[NH:20][C:19](=[O:24])[CH2:18]3)[O:25]1)[N:39]1[CH2:38][CH2:37][N:36]([c:29]2[n:28][s:27][c:31]3[c:30]2[cH:35][cH:34][cH:33][cH:32]3)[CH2:41][CH2:40]1. Starting materials: CC(=O)O[Na] (CH3COONa), ClC1=NC(=C(C(=N1)Cl)CCC)C (2,4-dichloro-6-methyl-5-propyl-pyrimidine). The reagents and catalysts are [Pd] (Pd/C). The solvent is CCOC(=O)C (EtOAc). The product is ClC1=NC(=C(C=N1)CCC)C (2-chloro-6-methyl-5-propyl-pyrimidine), ClC1=NC=NC(=C1CCC)C (4-chloro-6-methyl-5-propyl-pyrimidine), CC1=C(C=NC=N1)CCC (6-methyl-5-propyl-pyrimidine). As a reaction SMILES: CC(O[Na])=O.[Cl:6][C:7]1[N:12]=[C:11]([Cl:13])[C:10]([CH2:14][CH2:15][CH3:16])=[C:9]([CH3:17])[N:8]=1>CCOC(C)=O.[Pd]>[Cl:6][C:7]1[N:12]=[CH:11][C:10]([CH2:14][CH2:15][CH3:16])=[C:9]([CH3:17])[N:8]=1.[Cl:13][C:11]1[C:10]([CH2:14][CH2:15][CH3:16])=[C:9]([CH3:17])[N:8]=[CH:7][N:12]=1.[CH3:17][C:9]1[N:8]=[CH:7][N:12]=[CH:11][C:10]=1[CH2:14][CH2:15][CH3:16]. Procedure: 5% Pd/C (25 mg) and CH3COONa (820 mg, 10 mmol) are added to a solution of 2,4-dichloro-6-methyl-5-propyl-pyrimidine (1.02 g, 5 mmol) in EtOAc (25 ml). The mixture is then hydrogenated at 50 psi overnight. The catalyst is filtered and the solvent is removed in vacuo. Flash column chromatography of the residue on silica gel by 4:1 hexane, EtOAc provides 2-chloro-6-methyl-5-propyl-pyrimidine (LC-MS, M+1 171.7), 4-chloro-6-methyl-5-propyl-pyrimidine (LC-MS, M+1 171.7) and 6-methyl-5-propyl-pyrimidin...